This data is from the Open Reaction Database (ORD), a public repository of structured organic reaction records. The task is: describe an organic reaction: reactants, conditions, products, and yield Starting materials: COc1cc(C)cc(C)c1 (substrate), Cn2cnc1ccccc12 (effective_coupling_partner). Reagents/catalysts: CDC. Reaction conditions: temperature 90 celsius, time 16 hour. Yields the product Cc3cc(C)cc(c2nc1ccccc1n2C)c3.